This data is from the Open Reaction Database (ORD), a public repository of structured organic reaction records. The task is: describe an organic reaction: reactants, conditions, products, and yield The reactants are O=C(n1ccnc1)n1ccnc1, CC(C)Oc1c(C(=O)O)sc2c1CN(C(=O)OC(C)(C)C)CC2, Nc1nnn[nH]1, CN(C)C=O, O. The product is CC(C)Oc1c(C(=O)Nc2nnn[nH]2)sc2c1CN(C(=O)OC(C)(C)C)CC2. RXN SMILES: [C:24]([n:25]1[cH:26][cH:27][n:28][cH:29]1)([n:30]1[cH:31][cH:32][n:33][cH:34]1)=[O:35].[CH:1]([CH3:2])([CH3:3])[O:4][c:5]1[c:6]([C:21](=[O:22])[OH:23])[s:7][c:8]2[c:9]1[CH2:10][N:11]([C:14](=[O:15])[O:16][C:17]([CH3:18])([CH3:19])[CH3:20])[CH2:12][CH2:13]2.[NH2:36][c:37]1[n:38][n:39][n:40][nH:41]1.[O:43]=[CH:44][N:45]([CH3:46])[CH3:47].[OH2:42]>>[CH:1]([CH3:2])([CH3:3])[O:4][c:5]1[c:6]([C:21](=[O:23])[NH:36][c:37]2[nH:38][n:39][n:40][n:41]2)[s:7][c:8]2[c:9]1[CH2:10][N:11]([C:14](=[O:15])[O:16][C:17]([CH3:18])([CH3:19])[CH3:20])[CH2:12][CH2:13]2.